This data is from the Open Reaction Database (ORD), a public repository of structured organic reaction records. The task is: describe an organic reaction: reactants, conditions, products, and yield Starting materials: NC=1NC(C(N1)(O)C(C(=O)O)(C(C)O)O)=O (2-Amino-4-(1',2',3'-trihydroxybutanoyl)-4-hydroxy-5-oxoimidazoline). Run in C(C)O (ethanol). Product: NC1=NC(C(=N1)C(C(=O)O)(C(C)O)O)=O (2-Amino-4- (1',2',3'-trihydroxybutanoyl) -5-oxoimidazole). Yield: 22.0%. Reaction SMILES: [NH2:1][C:2]1[NH:3][C:4](=[O:16])[C:5]([C:8]([OH:15])([CH:12]([OH:14])[CH3:13])[C:9]([OH:11])=[O:10])(O)[N:6]=1>C(O)C>[NH2:1][C:2]1[N:6]=[C:5]([C:8]([OH:15])([CH:12]([OH:14])[CH3:13])[C:9]([OH:11])=[O:10])[C:4](=[O:16])[N:3]=1. Procedure details: A solution of 2 g of the crude compound of Example 18 (8.23 mmol), solubilized in 80 ml of anhydrous ethanol, is refluxed for one hour. After evaporation and purification on silica gel (eluent: 35% MeOH/5% H2O/CH2Cl2 then 40% MeOH/5% H2O/CH2Cl2) 400 mg are obtained with a yield of 22%. The reactants are BrC(C(=O)OCC)C (ethyl 2-bromopropionate), [Na] (sodium), CS(=O)C (dimethylsulfoxide), ClC=1C=C(C=CC1)N1N=C(N=C1)O (1-(3-chlorophenyl)-3-hydroxy-1,2,4-1H-triazole), ice water. Run in CO (methanol). Conditions: time 4 hour. Product: ClC=1C=C(C=CC1)N1N=C(N=C1)OC(C)C(=O)OCC (1-(3-chlorophenyl)-3-(1-ethoxycarbonylethoxy)-1,2,4-1H-triazole). The yield is 29.4%. RXN SMILES: [Na].CS(C)=O.[Cl:6][C:7]1[CH:8]=[C:9]([N:13]2[CH:17]=[N:16][C:15]([OH:18])=[N:14]2)[CH:10]=[CH:11][CH:12]=1.Br[CH:20]([CH3:26])[C:21]([O:23][CH2:24][CH3:25])=[O:22]>CO>[Cl:6][C:7]1[CH:8]=[C:9]([N:13]2[CH:17]=[N:16][C:15]([O:18][CH:20]([C:21]([O:23][CH2:24][CH3:25])=[O:22])[CH3:26])=[N:14]2)[CH:10]=[CH:11][CH:12]=1 |^1:0|. Procedure details: A 2.2 g portion of sodium was dissolved in 75 ml of methanol and the solution was added to 100 ml of dimethylsulfoxide. To that was added 19.2 g of 1-(3-chlorophenyl)-3-hydroxy-1,2,4-1H-triazole, and the mixture was stirred on the steam bath for 4 hours. To it was then added 17.7 g of ethyl 2-bromopropionate, and heating was continued for 2 hours more. The mixture was then cooled and poured over ice-water, and the solid was collected, dried and recrystallized from ethanol and then from toluene t... Starting materials: [S-]C#N.[K+] (potassium thiocyanate), Cl.COC([C@@H](N)CCCN)=O (L-ornithine methyl ester hydrochloride), Cl (HCl), Na(Hg), C(C)O (ethanol). Run in O (water), O (water). Conditions: temperature 5 celsius. The product is Cl.NCCCC=1NC(NC1)=S (4-(3-amino-propyl)-1,3-dihydro-imidazole-2-thione hydrochloride). Reaction SMILES: [ClH:1].CO[C:4](=O)[C@H:5]([CH2:7][CH2:8][CH2:9][NH2:10])[NH2:6].Cl.[S-:13][C:14]#[N:15].[K+].C(O)C>O>[ClH:1].[NH2:10][CH2:9][CH2:8][CH2:7][C:5]1[NH:6][C:14](=[S:13])[NH:15][CH:4]=1 |f:0.1,3.4,7.8|. Reported procedure: To an Erlenmeyer flask was prepared a solution of L-ornithine methyl ester hydrochloride (10.50 g, 47.9 mmol) in water (125 mL). The solution was cooled to 5° C. and pH adjusted to a value of 1.5 with concentrated HCl. While being careful to maintain the above stated temperature and pH, 5% Na(Hg) (250 g) was added slowly to the solution over a time period of 35 min. After the addition was complete and bubbling had calmed the Hg was decanted from the solution. The remaining aqueous portion was dr... The reactants are COC=1C=C2C(=CC=NC2=CC1OC)OC1=CC(=C(N)C=C1C)C (4-[(6,7-Dimethoxy-4-quinolyl)oxy]-2,5-dimethylaniline), ClC(Cl)(OC(OC(Cl)(Cl)Cl)=O)Cl (triphosgene), C([O-])(O)=O.[Na+] (sodium bicarbonate), C1(CCCCC1)CCO (2-cyclohexyl-1-ethanol). The solvent is C(C)N(CC)CC (triethylamine), C1(=CC=CC=C1)C (toluene), C(Cl)Cl (methylene chloride). Product: COC=1C=C2C(=CC=NC2=CC1OC)OC1=CC(=C(C=C1C)NC(OCCC1CCCCC1)=O)C (2-Cyclohexylethyl N-{4-[(6,7-dimethoxy-4-quinolyl)oxy]-2,5-dimethylphenyl}carbamate). The yield is 92.2%. Reaction SMILES: [CH3:1][O:2][C:3]1[CH:4]=[C:5]2[C:10](=[CH:11][C:12]=1[O:13][CH3:14])[N:9]=[CH:8][CH:7]=[C:6]2[O:15][C:16]1[C:22]([CH3:23])=[CH:21][C:19]([NH2:20])=[C:18]([CH3:24])[CH:17]=1.Cl[C:26](Cl)([O:28][C:29](=[O:35])OC(Cl)(Cl)Cl)Cl.[CH:37]1([CH2:43]CO)[CH2:42][CH2:41][CH2:40][CH2:39][CH2:38]1.C(=O)(O)[O-].[Na+]>C(Cl)Cl.C(N(CC)CC)C.C1(C)C=CC=CC=1>[CH3:1][O:2][C:3]1[CH:4]=[C:5]2[C:10](=[CH:11][C:12]=1[O:13][CH3:14])[N:9]=[CH:8][CH:7]=[C:6]2[O:15][C:16]1[C:22]([CH3:23])=[CH:21][C:19]([NH:20][C:29](=[O:35])[O:28][CH2:26][CH2:43][CH:37]2[CH2:42][CH2:41][CH2:40][CH2:39][CH2:38]2)=[C:18]([CH3:24])[CH:17]=1 |f:3.4|. Reported procedure: 4-[(6,7-Dimethoxy-4-quinolyl)oxy]-2,5-dimethylaniline (50 mg) was added to toluene (5 ml), and triethylamine (0.5 ml), and the mixture was heated under reflux to prepare a solution. A solution of triphosgene (68 mg) in methylene chloride was then added thereto, and the mixture was heated under reflux for 10 min. Next, 2-cyclohexyl-1-ethanol (30 mg) was added thereto, and the mixture was further stirred with heating under reflux for 3 hr. A saturated aqueous sodium bicarbonate solution was added ... Starting materials: COc1cc(N2CCNCC2)nc(OC)n1, NS(=O)(=O)c1cccc(-c2nc(C(F)(F)F)nc(Cl)c2-c2ccccc2)c1, O, c1ccncc1. The product is COc1cc(N2CCN(c3nc(C(F)(F)F)nc(-c4cccc(S(N)(=O)=O)c4)c3-c3ccccc3)CC2)nc(OC)n1. As a reaction SMILES: [CH3:28][O:29][c:30]1[n:31][c:32]([N:38]2[CH2:39][CH2:40][NH:41][CH2:42][CH2:43]2)[cH:33][c:34]([O:36][CH3:37])[n:35]1.[Cl:1][c:2]1[c:3](-[c:22]2[cH:23][cH:24][cH:25][cH:26][cH:27]2)[c:4](-[c:12]2[cH:13][c:14]([S:18](=[O:19])(=[O:20])[NH2:21])[cH:15][cH:16][cH:17]2)[n:5][c:6]([C:8]([F:9])([F:10])[F:11])[n:7]1.[OH2:44].[cH:45]1[cH:46][cH:47][n:48][cH:49][cH:50]1>>[c:2]1([N:41]2[CH2:40][CH2:39][N:38]([c:32]3[n:31][c:30]([O:29][CH3:28])[n:35][c:34]([O:36][CH3:37])[cH:33]3)[CH2:43][CH2:42]2)[c:3](-[c:22]2[cH:23][cH:24][cH:25][cH:26][cH:27]2)[c:4](-[c:12]2[cH:13][c:14]([S:18](=[O:19])(=[O:20])[NH2:21])[cH:15][cH:16][cH:17]2)[n:5][c:6]([C:8]([F:9])([F:10])[F:11])[n:7]1.